Dataset: the Open Reaction Database (ORD), a public repository of structured organic reaction records. Task: describe an organic reaction: reactants, conditions, products, and yield Starting materials: C1=CC=CC=2C=CC3=C(C=4C=CC=CC4N=C3C21)C(=O)O (Benz[c]acridine-7-carboxylic acid). The solvent is S(=O)(Cl)Cl (thionyl chloride). Reaction conditions: time 3 day. Yields the product C1=CC=CC=2C=CC3=C(C=4C=CC=CC4N=C3C21)C(=O)OC2=CC=CC=C2 (Phenyl benz[c]acridine-7-carboxylate). The yield is 79.5%. As a reaction SMILES: [CH:1]1[C:18]2[C:17]3[C:8](=[C:9]([C:19]([OH:21])=[O:20])[C:10]4[CH:11]=[CH:12][CH:13]=[CH:14][C:15]=4[N:16]=3)[CH:7]=[CH:6][C:5]=2[CH:4]=[CH:3][CH:2]=1>S(Cl)(Cl)=O>[CH:1]1[C:18]2[C:17]3[C:8](=[C:9]([C:19]([O:21][C:1]4[CH:18]=[CH:5][CH:4]=[CH:3][CH:2]=4)=[O:20])[C:10]4[CH:11]=[CH:12][CH:13]=[CH:14][C:15]=4[N:16]=3)[CH:7]=[CH:6][C:5]=2[CH:4]=[CH:3][CH:2]=1. Procedure: Benz[c]acridine-7-carboxylic acid (6.0 g) was suspended in 75 mL thionyl chloride (3-10 mL) and reaction mixture was refluxed for 4 h. The solvent was removed under reduced pressure and the product dissolved in 75 mL of CH2Cl2. Pyridine (8.9 mL) and phenol (2.27 g) were added and the solution was stirred for 3 days at room temperature under Ar. Purification was effected by chromatography on silica gel (50% CH2Cl2 /hexane) to yield 3.05 g of the pure product as a light brown solid. 1H NMR (CDCl3)... The reactants are CC(C)(N)c1ccccc1, CS(=O)(=O)c1nccc(-n2cnc3ccccc32)n1. Product: CC(C)(Nc1nccc(-n2cnc3ccccc32)n1)c1ccccc1. Reaction SMILES: [C:20]([CH3:21])([CH3:22])([c:23]1[cH:24][cH:25][cH:26][cH:27][cH:28]1)[NH2:29].[CH3:1][S:2](=[O:3])(=[O:4])[c:5]1[n:6][cH:7][cH:8][c:9](-[n:11]2[cH:12][n:13][c:14]3[c:15]2[cH:16][cH:17][cH:18][cH:19]3)[n:10]1>>[c:5]1([NH:29][C:20]([CH3:21])([CH3:22])[c:23]2[cH:24][cH:25][cH:26][cH:27][cH:28]2)[n:6][cH:7][cH:8][c:9](-[n:11]2[cH:12][n:13][c:14]3[c:15]2[cH:16][cH:17][cH:18][cH:19]3)[n:10]1. Reactants: OCCCBr, CCCCC1CCNCC1, CC#N, [K+], [K+], O=C([O-])[O-], O. Product: CCCCC1CCN(CCCO)CC1. Reaction SMILES: [Br:11][CH2:12][CH2:13][CH2:14][OH:15].[CH2:1]([CH2:2][CH2:3][CH3:4])[CH:5]1[CH2:6][CH2:7][NH:8][CH2:9][CH2:10]1.[CH3:23][C:24]#[N:25].[K+:16].[K+:17].[O-:18][C:19]([O-:20])=[O:21].[OH2:22]>>[CH2:1]([CH2:2][CH2:3][CH3:4])[CH:5]1[CH2:6][CH2:7][N:8]([CH2:12][CH2:13][CH2:14][OH:15])[CH2:9][CH2:10]1. Starting materials: C(C)(=O)OC=C1C[C@@H]2[C@@](N=C(SC2)NC(C2=CC=CC=C2)=O)(CO1)C1=C(C=C(C=C1)F)F ([(4aR,8aS)-2-(benzoylamino)-8a-(2,4-difluorophenyl)-4a,5,8,8a-tetrahydropyrano[3,4-d][1,3]thiazin-6(4H)-ylidene]methyl acetate), I(=O)(=O)(=O)[O-].[Na+] (sodium periodate), ClCCCl (1,2-dichloroethane), O (water). The reagents and catalysts are [Ru](Cl)(Cl)Cl (ruthenium(III) chloride). Solvent: C(C)#N (acetonitrile). Conditions: time 3 hour. Yields the product FC1=C(C=CC(=C1)F)[C@@]12N=C(SC[C@@H]1CC(OC2)=O)NC(C2=CC=CC=C2)=O (N-[(4aR,8aS)-8a-(2,4-difluorophenyl)-6-oxo-4,4a,5,6,8,8a-hexahydropyrano[3,4-d][1,3]thiazin-2-yl]benzamide). As a reaction SMILES: C(OC=[C:6]1[O:24][CH2:23][C@:9]2([C:25]3[CH:30]=[CH:29][C:28]([F:31])=[CH:27][C:26]=3[F:32])[N:10]=[C:11]([NH:14][C:15](=[O:22])[C:16]3[CH:21]=[CH:20][CH:19]=[CH:18][CH:17]=3)[S:12][CH2:13][C@@H:8]2[CH2:7]1)(=O)C.I([O-])(=O)(=O)=[O:34].[Na+].ClCCCl.O>C(#N)C.[Ru](Cl)(Cl)Cl>[F:32][C:26]1[CH:27]=[C:28]([F:31])[CH:29]=[CH:30][C:25]=1[C@:9]12[CH2:23][O:24][C:6](=[O:34])[CH2:7][C@H:8]1[CH2:13][S:12][C:11]([NH:14][C:15](=[O:22])[C:16]1[CH:17]=[CH:18][CH:19]=[CH:20][CH:21]=1)=[N:10]2 |f:1.2|. Procedure details: A solution of [(4aR,8aS)-2-(benzoylamino)-8a-(2,4-difluorophenyl)-4a,5,8,8a-tetrahydropyrano[3,4-d][1,3]thiazin-6(4H)-ylidene]methyl acetate (C11) (430 mg, 0.938 mmol), ruthenium(III) chloride (5.8 mg, 28 μmol) and sodium periodate (98.5%, 407 mg, 1.87 mmol) in acetonitrile (0.5 mL) and a 1:1 mixture of 1,2-dichloroethane and water (5 mL) was stirred for 3 hours at room temperature, then allowed to stand for 18 hours without stirring. After dilution with saturated aqueous sodium thiosulfate solu... Reactants: COCC1=CC=C2C=CN(C2=C1)C(C)C (6-Methoxymethyl-1-(2-propyl)indole), C(C(=O)Cl)(=O)Cl (oxalyl chloride), Cl.C(C)(C)OC(CC1=CN(C2=CC=CC=C12)C)=N (2-(1-methyl-1H-indol-3-yl) ethanimidic acid isopropyl ester hydrochloride). Product: CC(C)N1C=C(C2=CC=C(C=C12)COC)C=1C(NC(C1C1=CN(C2=CC=CC=C12)C)=O)=O (3-[1-(2-propyl)-6-methoxymethyl-1H-indol-3-yl]-4-(1-methyl-1H-indol-3-yl)-pyrrole-2,5-dione). RXN SMILES: [CH3:1][O:2][CH2:3][C:4]1[CH:12]=[C:11]2[C:7]([CH:8]=[CH:9][N:10]2[CH:13]([CH3:15])[CH3:14])=[CH:6][CH:5]=1.[C:16](Cl)(=O)[C:17](Cl)=[O:18].Cl.C([O:26][C:27](=[NH:39])[CH2:28][C:29]1[C:37]2[C:32](=[CH:33][CH:34]=[CH:35][CH:36]=2)[N:31]([CH3:38])[CH:30]=1)(C)C>>[CH3:14][CH:13]([N:10]1[C:11]2[C:7](=[CH:6][CH:5]=[C:4]([CH2:3][O:2][CH3:1])[CH:12]=2)[C:8]([C:16]2[C:17](=[O:18])[NH:26][C:27](=[O:39])[C:28]=2[C:29]2[C:37]3[C:32](=[CH:33][CH:34]=[CH:35][CH:36]=3)[N:31]([CH3:38])[CH:30]=2)=[CH:9]1)[CH3:15] |f:2.3|. Procedure: 6-Methoxymethyl-1-(2-propyl)indole was reacted with oxalyl chloride and then 2-(1-methyl-1H-indol-3-yl) ethanimidic acid isopropyl ester hydrochloride as described in Example 3b to yield 3-[1-(2-propyl)-6-methoxymethyl-1H-indol-3-yl]-4-(1-methyl-1H-indol-3-yl)-pyrrole-2,5-dione. The reactants are ClC1=CC=C(C=C1)CC(C(=O)O)=O (β-(4-chlorophenyl)pyruvic acid), Zn(Hg), Cl (hydrochloric acid). Run in C1CCOC1 (THF). Conditions: time 8 hour. Yields the product ClC1=CC=C(C=C1)CC(C(=O)O)O (β-(4-chlorophenyl)-α-hydroxylpropionic Acid). The yield is 64.0%. RXN SMILES: [Cl:1][C:2]1[CH:7]=[CH:6][C:5]([CH2:8][C:9](=[O:13])[C:10]([OH:12])=[O:11])=[CH:4][CH:3]=1.Cl>C1COCC1>[Cl:1][C:2]1[CH:3]=[CH:4][C:5]([CH2:8][CH:9]([OH:13])[C:10]([OH:12])=[O:11])=[CH:6][CH:7]=1. Reported procedure: Into 15.00 g β-(4-chlorophenyl)pyruvic acid, 98.00 g Zn(Hg), 219 mL of 2.5 mol·L1 hydrochloric acid and 35 mL THF solution were added, heated for refluxed for 10 h. After the filtration was performed when the reaction mixture was hot, the filtrate was concentrated to reach 80 mL and stood overnight. After sucking filtration, washing, drying and recrystallizing in boiling-water, a white floccular crystal was obtained in a yield of 64.0%.